Dataset: the Open Reaction Database (ORD), a public repository of structured organic reaction records. Task: describe an organic reaction: reactants, conditions, products, and yield The reactants are C(=O)(C(F)(F)F)O (TFA), solution, [H-].[H-].[H-].[H-].[Li+].[Al+3] (LiAlH4), FC1=CC=C(CNC(=O)C=2C=C(C(=O)OC)C=C(C2)OC2=CC=C(C=C2)F)C=C1 (methyl 3-(4-fluorobenzylcarbamoyl)-5-(4-fluorophenoxy)benzoate), B (borane). Run in CO (MeOH), CCOC(=O)C (EtOAc), C1CCOC1 (THF), C1CCOC1 (THF). Conditions: time 10 minute. Product: FC1=CC=C(CNCC=2C=C(C=C(C2)OC2=CC=C(C=C2)F)CO)C=C1 ((3-((4-Fluorobenzylamino)methy)-5-(4-fluorophenoxy)phenyl)methanol), C(=O)(C(F)(F)F)O (TFA). The yield is 54.6%. Reaction SMILES: [F:1][C:2]1[CH:29]=[CH:28][C:5]([CH2:6][NH:7][C:8]([C:10]2[CH:11]=[C:12]([CH:17]=[C:18]([O:20][C:21]3[CH:26]=[CH:25][C:24]([F:27])=[CH:23][CH:22]=3)[CH:19]=2)[C:13](OC)=[O:14])=O)=[CH:4][CH:3]=1.B.[H-].[H-].[H-].[H-].[Li+].[Al+3].[C:37]([OH:43])([C:39]([F:42])([F:41])[F:40])=[O:38]>C1COCC1.CO.CCOC(C)=O>[F:1][C:2]1[CH:29]=[CH:28][C:5]([CH2:6][NH:7][CH2:8][C:10]2[CH:11]=[C:12]([CH2:13][OH:14])[CH:17]=[C:18]([O:20][C:21]3[CH:26]=[CH:25][C:24]([F:27])=[CH:23][CH:22]=3)[CH:19]=2)=[CH:4][CH:3]=1.[C:37]([OH:43])([C:39]([F:42])([F:41])[F:40])=[O:38] |f:2.3.4.5.6.7|. Reported procedure: To a solution of methyl 3-(4-fluorobenzylcarbamoyl)-5-(4-fluorophenoxy)benzoate (2.7 g, 6.79 mmol) in 10 mL of THF at ice bath temp was added borane (40 mL of 1 M solution in THF) slowly. After 10 min, the mixture was warmed to rt, stirred for 30 min and heated at 50° C. for 10 h. The mixture was cooled to rt and treated with 10 mL of 1M solution of LiAlH4 in THF. The mixture was stirred for 2 h and treated with EtOAc. The resulting mixture was treated with MeOH and TFA slowly, stirred for a whi... Reaction SMILES: [C:1]([C:3]1[CH:4]=[C:5]2[C:13](=[CH:14][CH:15]=1)[N:12]([CH2:16][C:17]1[CH:22]=[CH:21][CH:20]=[C:19]([F:23])[CH:18]=1)[C:11]1[CH2:10][CH2:9][CH:8]([NH:24][C:25](=[O:29])[CH:26]([CH3:28])[CH3:27])[CH2:7][C:6]2=1)#N.C(O)=[O:31]>CO>[F:23][C:19]1[CH:18]=[C:17]([CH:22]=[CH:21][CH:20]=1)[CH2:16][N:12]1[C:11]2[CH2:10][CH2:9][CH:8]([NH:24][C:25](=[O:29])[CH:26]([CH3:27])[CH3:28])[CH2:7][C:6]=2[C:5]2[C:13]1=[CH:14][CH:15]=[C:3]([CH:1]=[O:31])[CH:4]=2. Procedure details: Mix N-(6-cyano-9-(3-fluorobenzyl)-2,3,4,9-tetrahydro-1H-carbazol-3-yl)isobutyramide (Preparation 3) (8.1 g, 20.8 mmol), Al—Ni catalyst (15.0 g, 231 mmol) in 90% formic acid (125 mL). Heat at reflux for 3 h, then dilute with MeOH and filter hot. Concentrate and partition the residue between aqueous NaHCO3/EtOAc. Dry the organic layer (MgSO4) and concentrate to give 5.9 g yellow semi-solid. Purify using silica gel chromotagraphy, eluting with 30-75% EtOAc in hexane to give 3.3 g (40%) as a white s... Run in CO (MeOH). Reactants: C(#N)C=1C=C2C=3CC(CCC3N(C2=CC1)CC1=CC(=CC=C1)F)NC(C(C)C)=O (N-(6-cyano-9-(3-fluorobenzyl)-2,3,4,9-tetrahydro-1H-carbazol-3-yl)isobutyramide), C(=O)O (formic acid). Reagents/catalysts: Al Ni. Yields the product FC=1C=C(CN2C3=CC=C(C=C3C=3CC(CCC23)NC(C(C)C)=O)C=O)C=CC1 (N-[9-(3-Fluoro-benzyl)-6-formyl-2,3,4,9-tetrahydro-1H-carbazol-3-yl]-isobutyramide). Reactants: ClC1=CC(C(NC(COCC)=O)C=C1)([N+](=O)[O-])OCC (4'-chloro-2,2'-diethoxy-2'-nitroacetanilide), [H][H] (hydrogen), C(C)O (ethanol). The reagents and catalysts are [Ni] (Raney-nickel). Yields the product ClC1=CC(=C(NC(C(OCC)OCC)=O)C=C1)N (4'-chloro-2,2-diethoxy-2'-aminoacetanilide). As a reaction SMILES: [Cl:1][C:2]1[CH:14]=[CH:13][CH:5]([NH:6][C:7](=[O:12])[CH2:8][O:9][CH2:10][CH3:11])[C:4](OCC)([N+:15]([O-])=O)[CH:3]=1.[H][H].[CH2:23]([OH:25])[CH3:24]>[Ni]>[Cl:1][C:2]1[CH:14]=[CH:13][C:5]([NH:6][C:7](=[O:12])[CH:8]([O:9][CH2:10][CH3:11])[O:25][CH2:23][CH3:24])=[C:4]([NH2:15])[CH:3]=1. Reported procedure: 0.8 g of Raney-nickel are placed in a hydrogenation flask and suspended in 50 ml of ethanol. 7.6 g of 4'-chloro-2,2'-diethoxy-2'-nitroacetanilide are added thereto and the mixture is hydrogenated at room temperature and normal pressure. The uptake of hydrogen has finished after 2 hours. After suction filtration and concentration of the filtrate, the product is precipitated with water. There is obtained 4'-chloro-2,2-diethoxy-2'-aminoacetanilide of melting point 89°-90° C. The reactants are CCCC[N+](CCCC)(CCCC)CCCC.[F-] (TBAF), CCCC[N+](CCCC)(CCCC)CCCC.[F-] (TBAF), C(C)(=O)[C@@H]1[C@H]([C@@H]([C@H]2N=C(S[C@H]2O1)N(C(OC(C)(C)C)=O)CC=C)OCC1=CC=CC=C1)OCC1=CC=CC=C1 (tert-butyl N-[(3aR,5S,6S,7R,7aR)-5-acetyl-6,7-bis(benzyloxy)-3aH,5H,6H,7H,7aH-pyrano[3,2-d][1,3]thiazol-2-yl]-N-(prop-2-en-1-yl)carbamate), C(F)(F)(F)[Si](C)(C)C (CF3TMS). The solvent is C1CCOC1 (THF), C1CCOC1 (THF). Run at temperature 0 celsius, time 30 minute. Yields the product C(C1=CC=CC=C1)O[C@H]1[C@@H]([C@H]2N=C(S[C@H]2O[C@@H]1C(C(F)(F)F)(C)O)N(C(OC(C)(C)C)=O)CC=C)OCC1=CC=CC=C1 (tert-butyl N-[(3aR,5S,6S,7R,7aR)-6,7-bis(benzyloxy)-5-(1,1,1-trifluoro-2-hydroxypropan-2-yl)-3aH,5H,6H,7H,7aH-pyrano[3,2-d][1,3]thiazol-2-yl]-N-(prop-2-en-1-yl)carbamate). Isolated yield 67.7%. RXN SMILES: CCCC[N+](CCCC)(CCCC)CCCC.[F-].[C:19]([C@H:22]1[O:30][C@H:29]2[C@H:25]([N:26]=[C:27]([N:31]([CH2:39][CH:40]=[CH2:41])[C:32](=[O:38])[O:33][C:34]([CH3:37])([CH3:36])[CH3:35])[S:28]2)[C@@H:24]([O:42][CH2:43][C:44]2[CH:49]=[CH:48][CH:47]=[CH:46][CH:45]=2)[C@@H:23]1[O:50][CH2:51][C:52]1[CH:57]=[CH:56][CH:55]=[CH:54][CH:53]=1)(=[O:21])[CH3:20].[C:58]([Si](C)(C)C)([F:61])([F:60])[F:59]>C1COCC1>[CH2:51]([O:50][C@@H:23]1[C@@H:22]([C:19]([OH:21])([CH3:20])[C:58]([F:61])([F:60])[F:59])[O:30][C@H:29]2[C@H:25]([N:26]=[C:27]([N:31]([CH2:39][CH:40]=[CH2:41])[C:32](=[O:38])[O:33][C:34]([CH3:37])([CH3:36])[CH3:35])[S:28]2)[C@H:24]1[O:42][CH2:43][C:44]1[CH:45]=[CH:46][CH:47]=[CH:48][CH:49]=1)[C:52]1[CH:57]=[CH:56][CH:55]=[CH:54][CH:53]=1 |f:0.1|. Reported procedure: A mixture of TBAF (1.1, 4.2 mmol) and 4 Å molecular sieves (4 g) in THF (40 mL) was stirred for 30 minutes at 0° C., followed by addition of a mixture of 144 (4.6 g, 8.3 mmol) and CF3TMS (5.9 g, 42 mmol) in THF (40 mL). The mixture was stirred for 3 hours at room temperature, followed by addition of additional TBAF (6 g, 22 mmol). After 1 hour, the reaction was then quenched by addition of water (80 mL). A filtration was performed and the filtrate was extracted with ethyl acetate (3×50 mL). The ... Reactants: Br, Br, CC(=O)O, COC(=O)c1ccc(OC)c(C(C)=O)c1. The product is COC(=O)c1ccc(OC)c(C(=O)CBr)c1. Reaction SMILES: [Br:16].[BrH:17].[CH3:18][C:19](=[O:20])[OH:21].[CH3:1][O:2][C:3]([c:4]1[cH:5][c:6]([C:12]([CH3:13])=[O:14])[c:7]([O:10][CH3:11])[cH:8][cH:9]1)=[O:15]>>[CH3:1][O:2][C:3]([c:4]1[cH:5][c:6]([C:12]([CH2:13][Br:17])=[O:14])[c:7]([O:10][CH3:11])[cH:8][cH:9]1)=[O:15]. The reactants are COS(=O)(=O)OC, CN(C)C=O, CC(C)Oc1cc(-n2c(=O)[nH]c3c(c2=O)CCCC3)c(F)cc1Cl, [H-], [Na+]. Yields the product CC(C)Oc1cc(-n2c(=O)c3c(n(C)c2=O)CCCC3)c(F)cc1Cl. RXN SMILES: [CH3:25][O:26][S:27]([O:28][CH3:29])(=[O:30])=[O:31].[CH3:34][N:35]([CH3:36])[CH:37]=[O:38].[Cl:1][c:2]1[cH:3][c:4]([F:24])[c:5](-[n:12]2[c:13](=[O:23])[nH:14][c:15]3[c:20]([c:21]2=[O:22])[CH2:19][CH2:18][CH2:17][CH2:16]3)[cH:6][c:7]1[O:8][CH:9]([CH3:10])[CH3:11].[H-:32].[Na+:33]>>[Cl:1][c:2]1[cH:3][c:4]([F:24])[c:5](-[n:12]2[c:13](=[O:23])[n:14]([CH3:25])[c:15]3[c:20]([c:21]2=[O:22])[CH2:19][CH2:18][CH2:17][CH2:16]3)[cH:6][c:7]1[O:8][CH:9]([CH3:10])[CH3:11]. Reactants: CNC(O)=S, [Na], Oc1cccc2ccccc12, c1ccccc1. Product: CNC(=O)Oc1cccc2ccccc12. As a reaction SMILES: [CH3:12][NH:13][C:14]([OH:15])=[S:16].[Na:17].[OH:1][c:2]1[cH:3][cH:4][cH:5][c:6]2[cH:7][cH:8][cH:9][cH:10][c:11]12.[cH:18]1[cH:19][cH:20][cH:21][cH:22][cH:23]1>>[O:1]([c:2]1[cH:3][cH:4][cH:5][c:6]2[cH:7][cH:8][cH:9][cH:10][c:11]12)[C:14]([NH:13][CH3:12])=[O:15].